From a dataset of the Open Reaction Database (ORD), a public repository of structured organic reaction records. describe an organic reaction: reactants, conditions, products, and yield Starting materials: C1(=CC=CC=C1)CC#N (phenylacetonitrile), [OH-].[Na+] (sodium hydroxide), C(C(C)=C)Cl (methallyl chloride), C(C(C)=C)Cl (methallyl chloride). Reagents/catalysts: [Cl-].C(C)[N+](CC1=CC=CC=C1)(CC)CC (triethylbenzylammonium chloride). Run in O (water). Yields the product CC(CC(C#N)C1=CC=CC=C1)=C (4-methyl-2-phenyl-4-pentenenitril). Isolated yield 86.7%. As a reaction SMILES: [C:1]1([CH2:7][C:8]#[N:9])[CH:6]=[CH:5][CH:4]=[CH:3][CH:2]=1.[OH-].[Na+].[CH2:12](Cl)[C:13](=[CH2:15])[CH3:14]>[Cl-].C([N+](CC)(CC)CC1C=CC=CC=1)C.O>[CH3:14][C:13](=[CH2:12])[CH2:15][CH:7]([C:1]1[CH:6]=[CH:5][CH:4]=[CH:3][CH:2]=1)[C:8]#[N:9] |f:1.2,4.5|. Reported procedure: To a mixed solution of 1,580 g (13.5 mol) of phenylacetonitrile, 11.3 g (5.0 mmol) of triethylbenzylammonium chloride, and 1,200 ml of 50% aqueous sodium hydroxide was added dropwise 410 g (4.5 mol) of methallyl chloride over 2 hours, while vigorously stirring and maintaining the temperature at 20°-30° C. After the addition, the mixture was stirred at the same temperature for one hour. 1,700 ml of water was added to the reaction mixture and the mixture was separated into an organic layer and a w... Reactants: [Si](C)(C)(C(C)(C)C)O[C@H]1[C@@H]([C@@H]2[C@@H](OC(CCC\C=C/C2)=O)C1)\C=C\[C@H](COC1=CC(=CC=C1)C(F)(F)F)O[Si](CC)(CC)CC ((8aR,9R,10R,11 aS,Z)-10-(tert-butyldimethylsilyloxy)-9-((R,E)-3-(triethylsilyloxy)-4-(3-(trifluoromethyl)phenoxy)but-1-enyl)-4,5,8,8a,9,10,11,11a-octahydrocyclopenta[b]oxecin-2(3H)-one), CCCC[N+](CCCC)(CCCC)CCCC.[F-] (TBAF). Run at time 2 hour. Product: O[C@H]1[C@@H]([C@@H]2[C@@H](OC(CCC\C=C/C2)=O)C1)\C=C\[C@H](COC1=CC(=CC=C1)C(F)(F)F)O ((8aR,9R,10R,11aS,Z)-10-hydroxy-9-((R,E)-3-hydroxy-4-(3-(trifluoromethyl)phenoxy)but-1-enyl)-4,5,8,8a,9,10,11,11a-octahydrocyclopenta[b]oxecin-2(3H)-one). The yield is 756.8%. As a reaction SMILES: [Si]([O:8][C@@H:9]1[CH2:22][C@@H:12]2[O:13][C:14](=[O:21])[CH2:15][CH2:16][CH2:17][CH:18]=[CH:19][CH2:20][C@@H:11]2[C@H:10]1/[CH:23]=[CH:24]/[C@@H:25]([O:38][Si](CC)(CC)CC)[CH2:26][O:27][C:28]1[CH:33]=[CH:32][CH:31]=[C:30]([C:34]([F:37])([F:36])[F:35])[CH:29]=1)(C(C)(C)C)(C)C.CCCC[N+](CCCC)(CCCC)CCCC.[F-]>>[OH:8][C@@H:9]1[CH2:22][C@@H:12]2[O:13][C:14](=[O:21])[CH2:15][CH2:16][CH2:17][CH:18]=[CH:19][CH2:20][C@@H:11]2[C@H:10]1/[CH:23]=[CH:24]/[C@@H:25]([OH:38])[CH2:26][O:27][C:28]1[CH:33]=[CH:32][CH:31]=[C:30]([C:34]([F:37])([F:35])[F:36])[CH:29]=1 |f:1.2|. Reported procedure: (8aR,9R,10R,11 aS,Z)-10-(tert-butyldimethylsilyloxy)-9-((R,E)-3-(triethylsilyloxy)-4-(3-(trifluoromethyl)phenoxy)but-1-enyl)-4,5,8,8a,9,10,11,11a-octahydrocyclopenta[b]oxecin-2(3H)-one (20 mg, 0.003 mmol) and 1 ml TBAF (1M in tetrahydrofuran) was added into 10 ml round-bottom flask. The reaction mixture was stirred for 2 hours and quenched by 1 ml saturated NaHCO3 aqueous solution. Then, the mixture was phase separated and the aqueous layer was extracted with ethyl acetate. The organic layers we... Starting materials: CS(=O)(=O)Cl, ClCCl, Nc1cccnc1C1CCC2(CC1)OCCO2, c1ccncc1. Product: CS(=O)(=O)Nc1cccnc1C1CCC2(CC1)OCCO2. RXN SMILES: [CH3:18][S:19]([Cl:20])(=[O:21])=[O:22].[Cl:29][CH2:30][Cl:31].[O:1]1[CH2:2][CH2:3][O:4][C:5]12[CH2:6][CH2:7][CH:8]([c:11]1[n:12][cH:13][cH:14][cH:15][c:16]1[NH2:17])[CH2:9][CH2:10]2.[cH:23]1[cH:24][cH:25][n:26][cH:27][cH:28]1>>[O:1]1[CH2:2][CH2:3][O:4][C:5]12[CH2:6][CH2:7][CH:8]([c:11]1[n:12][cH:13][cH:14][cH:15][c:16]1[NH:17][S:19]([CH3:18])(=[O:21])=[O:22])[CH2:9][CH2:10]2. Starting materials: C(C)S(=O)CC(=O)NC1=CC=C(C(=O)N2CCN(CC2)CCC2=CC=C(C=C2)Cl)C=C1 (1-[4-(N-ethylsulfinylacetylamino)benzoyl]-4-[2-(4-chlorophenyl)ethyl]piperazine), ClC1=CC(=CC=C1)C(=O)OO (3-chloroperbenzoic acid). Solvent: CN(C=O)C (dimethylformamide), O1CCCC1 (tetrahydrofuran). Reaction conditions: time 8 hour. Product: C(C)S(=O)(=O)CC(=O)NC1=CC=C(C(=O)N2CCN(CC2)CCC2=CC=C(C=C2)Cl)C=C1 (1-[4-(N-ethylsulfonylacetylamino)benzoyl]-4-[2-(4-chlorophenyl)ethyl]piperazine). Reaction SMILES: [CH2:1]([S:3]([CH2:5][C:6]([NH:8][C:9]1[CH:31]=[CH:30][C:12]([C:13]([N:15]2[CH2:20][CH2:19][N:18]([CH2:21][CH2:22][C:23]3[CH:28]=[CH:27][C:26]([Cl:29])=[CH:25][CH:24]=3)[CH2:17][CH2:16]2)=[O:14])=[CH:11][CH:10]=1)=[O:7])=[O:4])[CH3:2].ClC1C=CC=C(C(OO)=[O:40])C=1>CN(C)C=O.O1CCCC1>[CH2:1]([S:3]([CH2:5][C:6]([NH:8][C:9]1[CH:31]=[CH:30][C:12]([C:13]([N:15]2[CH2:16][CH2:17][N:18]([CH2:21][CH2:22][C:23]3[CH:24]=[CH:25][C:26]([Cl:29])=[CH:27][CH:28]=3)[CH2:19][CH2:20]2)=[O:14])=[CH:11][CH:10]=1)=[O:7])(=[O:40])=[O:4])[CH3:2]. Reported procedure: 1.4 g of 1-[4-(N-ethylsulfinylacetylamino)benzoyl]-4-[2-(4-chlorophenyl)ethyl]piperazine (Example 46) are dissolved in 50 ml of dimethylformamide, and a solution of 3-chloroperbenzoic acid (85%) in 30 ml of tetrahydrofuran is added dropwise at RT. The clear solution is stirred overnight at RT. The mixture is concentrated by evaporation, the residue is dissolved in water and the solution is rendered neutral, extracted with dichloromethane, chromatographed over silica gel and crystallised from eth...